From a dataset of the Open Reaction Database (ORD), a public repository of structured organic reaction records. describe an organic reaction: reactants, conditions, products, and yield Reactants: C(=O)C1=CC=C(OC(C(=O)OCCCC)C)C=C1 ((+)-butyl 2-(4-formylphenoxy)propionate), C(C)(=O)OO (peracetic acid). The solvent is C1(=CC=CC=C1)C (toluene). Yields the product OC1=CC=C(OC(C(=O)OCCCC)C)C=C1 ((+)-butyl 2-(4-hydroxyphenoxy)propionate). Isolated yield 79.8%. As a reaction SMILES: C([C:3]1[CH:18]=[CH:17][C:6]([O:7][CH:8]([CH3:16])[C:9]([O:11][CH2:12][CH2:13][CH2:14][CH3:15])=[O:10])=[CH:5][CH:4]=1)=O.C(OO)(=[O:21])C>C1(C)C=CC=CC=1>[OH:21][C:3]1[CH:18]=[CH:17][C:6]([O:7][CH:8]([CH3:16])[C:9]([O:11][CH2:12][CH2:13][CH2:14][CH3:15])=[O:10])=[CH:5][CH:4]=1. Reported procedure: While stirring a mixture of 25 g of (+)-butyl 2-(4-formylphenoxy)propionate ([α]D25 =+44.1°) and 75 g of toluene at room temperature, 22.8 g of 40% peracetic acid was dropwise added. After the reaction at 50° C. for 2 hours, the reaction mixture was subjected to liquid separation with an addition of water. The toluene layer was separated and washed with water. To the toluene layer, 25 g of sodium hydrogen carbonate and water was added, and the mixture was reacted at 50° C. for 5 hours. Then, the...